Dataset: the Open Reaction Database (ORD), a public repository of structured organic reaction records. Task: describe an organic reaction: reactants, conditions, products, and yield The reactants are BrC=1C=C(C=C(C1)Br)SC1=CC(=C(OCC(=O)OCC)C=C1)C (ethyl [4-(3,5-dibromophenylsulfanyl)-2-methylphenoxy]-acetate), C(#C)C1=NC=CC=C1 (2-ethynylpyridine), dichloro(bisbenzonitrile)palladium, C(C)(C)NC(C)C (diisopropylamine), Solution, C(C)(C)(C)P(C(C)(C)C)C(C)(C)C (tri-tert-butylphosphine), C1CCCCC1 (cyclohexane). The reagents and catalysts are [Cu]I (Copper(I) iodide). The solvent is O1CCCC1 (tetrahydrofuran). Conditions: time 8 hour. Yields the product N1=C(C=CC=C1)C#CC=1C=C(C=C(C1)C#CC1=NC=CC=C1)SC1=CC(=C(OCC(=O)OCC)C=C1)C (ethyl [4-[3,5-bis-[(pyridin-2-yl)ethynyl]-phenylsulfanyl]-2-methylphenoxy]acetate). As a reaction SMILES: Br[C:2]1[CH:3]=[C:4]([S:9][C:10]2[CH:22]=[CH:21][C:13]([O:14][CH2:15][C:16]([O:18][CH2:19][CH3:20])=[O:17])=[C:12]([CH3:23])[CH:11]=2)[CH:5]=[C:6](Br)[CH:7]=1.[C:24]([C:26]1[CH:31]=[CH:30][CH:29]=[CH:28][N:27]=1)#[CH:25].C(P(C(C)(C)C)C(C)(C)C)(C)(C)C.[CH2:45]1[CH2:50][CH2:49][CH2:48][CH2:47][CH2:46]1.[CH:51]([NH:54]C(C)C)(C)C>O1CCCC1.[Cu]I>[N:27]1[CH:28]=[CH:29][CH:30]=[CH:31][C:26]=1[C:24]#[C:25][C:2]1[CH:3]=[C:4]([S:9][C:10]2[CH:22]=[CH:21][C:13]([O:14][CH2:15][C:16]([O:18][CH2:19][CH3:20])=[O:17])=[C:12]([CH3:23])[CH:11]=2)[CH:5]=[C:6]([C:45]#[C:50][C:49]2[CH:48]=[CH:47][CH:46]=[CH:51][N:54]=2)[CH:7]=1. Procedure: In nitrogen atmosphere, ethyl [4-(3,5-dibromophenylsulfanyl)-2-methylphenoxy]-acetate (138 mg, 0.30 mmol; prepared as described in example 1) and 2-ethynylpyridine (80 μL, 0.80 mmol) were dissolved in anhydrous tetrahydrofuran (4 mL). 0.15 M Solution of tri-tert-butylphosphine in cyclohexane (0.2 mL, 0.03 mmol) was added via syringe. Copper(I) iodide (1.9 mg, 0.01 mmol), dichloro(bisbenzonitrile)palladium (5.7 mg, 0.015 mmol) and diisopropylamine (112 μL, 0.80 mmol) were added. Traces of the air... Starting materials: O=C([O-])[O-], COCCCOC(c1ccccc1Br)C1CCCN(S(=O)(=O)CC[Si](C)(C)C)C1, C=CC1CCCCC1, [Cs+], [Cs+], C1COCCO1. Product: COCCCOC(c1ccccc1CCC1CCCCC1)C1CCCN(S(=O)(=O)CC[Si](C)(C)C)C1. RXN SMILES: [C:9](=[O:10])([O-:11])[O-:12].[CH3:15][Si:16]([CH2:17][CH2:18][S:19](=[O:20])(=[O:21])[N:22]1[CH2:23][CH:24]([CH:28]([c:29]2[c:30]([Br:35])[cH:31][cH:32][cH:33][cH:34]2)[O:36][CH2:37][CH2:38][CH2:39][O:40][CH3:41])[CH2:25][CH2:26][CH2:27]1)([CH3:42])[CH3:43].[CH:1](=[CH2:2])[CH:3]1[CH2:4][CH2:5][CH2:6][CH2:7][CH2:8]1.[Cs+:13].[Cs+:14].[O:44]1[CH2:45][CH2:46][O:47][CH2:48][CH2:49]1>>[CH2:1]([CH2:2][c:30]1[c:29]([CH:28]([CH:24]2[CH2:23][N:22]([S:19]([CH2:18][CH2:17][Si:16]([CH3:15])([CH3:42])[CH3:43])(=[O:20])=[O:21])[CH2:27][CH2:26][CH2:25]2)[O:36][CH2:37][CH2:38][CH2:39][O:40][CH3:41])[cH:34][cH:33][cH:32][cH:31]1)[CH:3]1[CH2:4][CH2:5][CH2:6][CH2:7][CH2:8]1.